This data is from the Open Reaction Database (ORD), a public repository of structured organic reaction records. The task is: describe an organic reaction: reactants, conditions, products, and yield Reactants: C(=C)C=1C=C2C=CNC2=CC1 (5-Vinyl-1H-indole), BrC=1C=C2C=CNC2=CC1 (5-bromo-1H-indole), C(=C)[B-](F)(F)F.[K+] (potassium vinyltrifluoroborate), C(=O)([O-])[O-].[Cs+].[Cs+] (Cs2CO3), C1(=CC=CC=C1)P(C1=CC=CC=C1)C1=CC=CC=C1 (triphenylphosphine). Reagents/catalysts: Cl[Pd]Cl (PdCl2). Solvent: C1CCOC1.O (THF water). Product: C(C)(C)(C)OC(=O)N1C=CC2=CC(=CC=C12)C=C (tert-Butyl-5-vinyl-1H-indole-1-carboxylate), material. Isolated yield 83.0%. As a reaction SMILES: [CH:1]([C:3]1[CH:4]=[C:5]2[C:9](=[CH:10][CH:11]=1)[NH:8][CH:7]=[CH:6]2)=[CH2:2].BrC1[CH:14]=[C:15]2[C:19](=CC=1)NC=[CH:16]2.C([B-](F)(F)F)=C.[K+].[C:29]([O-])([O-:31])=[O:30].[Cs+].[Cs+].C1(P(C2C=CC=CC=2)C2C=CC=CC=2)C=CC=CC=1>C1COCC1.O.Cl[Pd]Cl>[C:15]([O:31][C:29]([N:8]1[C:9]2[C:5](=[CH:4][C:3]([CH:1]=[CH2:2])=[CH:11][CH:10]=2)[CH:6]=[CH:7]1)=[O:30])([CH3:19])([CH3:16])[CH3:14] |f:2.3,4.5.6,8.9|. Procedure: 5-Vinyl-1H-indole (BI18): A mixture of 5-bromo-1H-indole (2.5 g, 12.82 mmol), potassium vinyltrifluoroborate (2.57 g, 19.2 mmol), Cs2CO3 (12.53 g, 38.46 mmol) and triphenylphosphine (201 mg, 0.769 mmol) in THF/water (9:1, 75 ml) was degassed with argon for 20 min, then charged with PdCl2 (45.3 mg, 0.256 mmol). The reaction mixture was heated to reflux for 16 h, then cooled to ambient temperature, filtered through Celite® bed and washed with EtOAc. The filtrate was again extracted with EtOAc, and... Reactants: FC=1C=C(CN2C3=CC=C(C=C3C=3C[C@@H](CCC23)NC(=O)C2CC2)C=O)C=CC1 ((R)-cyclopropanecarboxylic acid[9-(3-fluorobenzyl)-6-formyl-2,3,4,9-tetrahydro-1H-carbazol-3-yl]-amide), Cl.NO (hydroxylamine hydrochloride), [OH-].[Na+] (sodium hydroxide). Solvent: O (water). The product is EtOAc hexanes, FC=1C=C(CN2C3=CC=C(C=C3C=3C[C@@H](CCC23)NC(=O)C2CC2)C=NO)C=CC1 ((R)-Cyclopropanecarboxylic acid[9-(3-fluoro-benzyl)-6-(hydroxyimino-methyl)-2,3,4,9-tetrahydro-1H-carbazol-3-yl]-amide). The yield is 82.0%. As a reaction SMILES: [F:1][C:2]1[CH:3]=[C:4]([CH:27]=[CH:28][CH:29]=1)[CH2:5][N:6]1[C:18]2[CH2:17][CH2:16][C@@H:15]([NH:19][C:20]([CH:22]3[CH2:24][CH2:23]3)=[O:21])[CH2:14][C:13]=2[C:12]2[C:7]1=[CH:8][CH:9]=[C:10]([CH:25]=O)[CH:11]=2.Cl.[NH2:31][OH:32].[OH-].[Na+]>O>[F:1][C:2]1[CH:3]=[C:4]([CH:27]=[CH:28][CH:29]=1)[CH2:5][N:6]1[C:18]2[CH2:17][CH2:16][C@@H:15]([NH:19][C:20]([CH:22]3[CH2:24][CH2:23]3)=[O:21])[CH2:14][C:13]=2[C:12]2[C:7]1=[CH:8][CH:9]=[C:10]([CH:25]=[N:31][OH:32])[CH:11]=2 |f:1.2,3.4|. Reported procedure: Combine (R)-cyclopropanecarboxylic acid[9-(3-fluorobenzyl)-6-formyl-2,3,4,9-tetrahydro-1H-carbazol-3-yl]-amide (Preparation 71) (1.50 g, 3.82 mmol), hydroxylamine hydrochloride (0.801 g, 11.5 mmol), and sodium hydroxide (0.23 g, 5.76 mmol) and stir under nitrogen for 1.5 h. Dilute with water and extract with EtOAc. Pass the dark residue through a pad of silica eluting with 50% EtOAc/hexanes to give 1.27 g (82%) of the title compound. MS (ES): m/z 406 (M+1). Starting materials: Nc1cccc(Br)c1, Nc1cccc(Br)c1, CSc1c2c(cc3c1=NCN=C3)=NC=N2, CC(C)O, Cl. Product: Cl, Brc1cccc(Nc2c3c(cc4c2=NCN=C4)=NC=N3)c1. Reaction SMILES: [Br:16][c:17]1[cH:18][c:19]([NH2:20])[cH:21][cH:22][cH:23]1.[Br:25][c:26]1[cH:27][c:28]([NH2:32])[cH:29][cH:30][cH:31]1.[CH3:1][S:2][c:3]1[c:4]2[c:5]([cH:6][c:7]3[c:12]1=[N:11][CH2:10][N:9]=[CH:8]3)=[N:13][CH:14]=[N:15]2.[CH:33]([OH:34])([CH3:35])[CH3:36].[ClH:24]>>[ClH:24].[c:3]1([NH:20][c:19]2[cH:18][c:17]([Br:16])[cH:23][cH:22][cH:21]2)[c:4]2[c:5]([cH:6][c:7]3[c:12]1=[N:11][CH2:10][N:9]=[CH:8]3)=[N:13][CH:14]=[N:15]2. Starting materials: CC(=O)N1CCC(N(C(=O)Nc2ncc(SC#N)s2)C2CCCCC2)C1, ClCCN1CCCC1, OC(CS)C(O)CS. The product is CC(=O)N1CCC(N(C(=O)Nc2ncc(SCCN3CCCC3)s2)C2CCCCC2)C1. RXN SMILES: [CH:1]1([N:7]([C:8](=[O:9])[NH:10][c:11]2[s:12][c:13]([S:16][C:17]#[N:18])[cH:14][n:15]2)[CH:19]2[CH2:20][N:21]([C:24]([CH3:25])=[O:26])[CH2:22][CH2:23]2)[CH2:2][CH2:3][CH2:4][CH2:5][CH2:6]1.[Cl:35][CH2:36][CH2:37][N:38]1[CH2:39][CH2:40][CH2:41][CH2:42]1.[SH:27][CH2:28][CH:29]([CH:30]([CH2:31][SH:32])[OH:33])[OH:34]>>[CH:1]1([N:7]([C:8](=[O:9])[NH:10][c:11]2[s:12][c:13]([S:16][CH2:36][CH2:37][N:38]3[CH2:39][CH2:40][CH2:41][CH2:42]3)[cH:14][n:15]2)[CH:19]2[CH2:20][N:21]([C:24]([CH3:25])=[O:26])[CH2:22][CH2:23]2)[CH2:2][CH2:3][CH2:4][CH2:5][CH2:6]1. Reactants: C(C)(C)(C)OC(=O)N1CCN(CC1)S(=O)(=O)C=1C=C2C=CN=CC2=CC1 (6-(4-tert-butoxycarbonylpiperazin-1-ylsulfonyl)isoquinoline), Cl.O1CCOCC1 (hydrochloric acid dioxane). Solvent: ClCCl (dichloromethane). Yields the product Cl.Cl.N1(CCNCC1)S(=O)(=O)C=1C=C2C=CN=CC2=CC1 (6-(piperazin-1-ylsulfonyl)isoquinoline dihydrochloride). As a reaction SMILES: C(OC([N:8]1[CH2:13][CH2:12][N:11]([S:14]([C:17]2[CH:18]=[C:19]3[C:24](=[CH:25][CH:26]=2)[CH:23]=[N:22][CH:21]=[CH:20]3)(=[O:16])=[O:15])[CH2:10][CH2:9]1)=O)(C)(C)C.[ClH:27].O1CCOCC1>ClCCl>[ClH:27].[ClH:27].[N:11]1([S:14]([C:17]2[CH:18]=[C:19]3[C:24](=[CH:25][CH:26]=2)[CH:23]=[N:22][CH:21]=[CH:20]3)(=[O:16])=[O:15])[CH2:12][CH2:13][NH:8][CH2:9][CH2:10]1 |f:1.2,4.5.6|. Reported procedure: 150 mg of 6-(4-tert-butoxycarbonylpiperazin-1-ylsulfonyl)isoquinoline was dissolved in 10 mL of dichloromethane, and 1 mL of 4 M hydrochloric acid-dioxane solution was added dropwise thereto with stirring and then reacted at room temperature for 3 hours. From the reaction solution, the solvent was distilled off, and the obtained residue was dissolved in 0.5 mL of methanol. Then, 5 mL of ethyl acetate was added with vigorous stirring, and the deposited white crystal was collected by filtration an... Reactants: C(C)(C)NC(C)C (diisopropylamine), BrC1=CN=CC2=C1N=C(OC2=O)C2=CC(=CC=C2)C(F)(F)F (8-bromo-2-(3-(trifluoromethyl)phenyl)-4H-pyrido[4,3-d][1,3]oxazin-4-one), [OH-].[Na+] (NaOH), [Li]CCCC (n-BuLi), C(C)(=O)OCC (ethyl acetate). The solvent is C1CCOC1 (THF), [Cl-].[Na+].O (brine). Conditions: temperature -78 celsius, time 20 minute. Yields the product BrC=1C=NC=C2C(C(=C(NC12)C1=CC(=CC=C1)C(F)(F)F)C(=O)OCC)=O (ethyl 8-bromo-4-oxo-2-(3-(trifluoromethyl)phenyl)-1,4-dihydro-1,6-naphthyridine-3-carboxylate). Isolated yield 77.2%. RXN SMILES: C(NC(C)C)(C)C.[Li]CCCC.[C:13]([O:16][CH2:17][CH3:18])(=[O:15])[CH3:14].[Br:19][C:20]1[C:25]2[N:26]=[C:27]([C:31]3[CH:36]=[CH:35][CH:34]=[C:33]([C:37]([F:40])([F:39])[F:38])[CH:32]=3)[O:28][C:29](=O)[C:24]=2[CH:23]=[N:22][CH:21]=1.[OH-].[Na+]>[Cl-].[Na+].O.C1COCC1>[Br:19][C:20]1[CH:21]=[N:22][CH:23]=[C:24]2[C:25]=1[NH:26][C:27]([C:31]1[CH:36]=[CH:35][CH:34]=[C:33]([C:37]([F:38])([F:40])[F:39])[CH:32]=1)=[C:14]([C:13]([O:16][CH2:17][CH3:18])=[O:15])[C:29]2=[O:28] |f:4.5,6.7.8|. Reported procedure: A mixture of THF (15 mL) and diisopropylamine (1.40 mL, 10.0 mmol) was cooled to −78° C., and n-BuLi (4.0 mL, 2.5 M in hexanes, 10.0 mmol) was added. After stirring at −78° C. for 20 min, ethyl acetate (1.0 L, 10.2 mmol) was added and stirring was continued for 5 min. 8-bromo-2-(3-(trifluoromethyl)phenyl)-4H-pyrido[4,3-d][1,3]oxazin-4-one 47 (990 mg, 2.67 mmol) was added. After 1 h, the reaction mixture was gradually warmed to room temperature. 1N NaOH (15 mL) was added and the reaction mixture ... Reactants: CC(Cl)c1cccnc1, Cc1ccc(Cl)c(OC2CCNCC2)c1. The reagents and catalysts are O=C([O-])[O-].[Cs+].[Cs+] (cesium carbonate), [I-].[K+] (potassium iodide). The solvent is CN(C)C=O (DMF), CN(C)C=O (dmf), CN(C)C=O (DMF). Conditions: temperature 70 celsius, time 16 hour. Yields the product Cc1ccc(Cl)c(OC2CCN(C(C)c3cccnc3)CC2)c1.